Dataset: the Open Reaction Database (ORD), a public repository of structured organic reaction records. Task: describe an organic reaction: reactants, conditions, products, and yield Starting materials: CCOC(C)O, CCN(C(C)C)C(C)C, Clc1cncc(Cl)n1, Nc1ccccc1. The product is Clc1cncc(Nc2ccccc2)n1. RXN SMILES: [CH2:25]([O:26][CH:27]([OH:28])[CH3:29])[CH3:30].[CH:16]([N:17]([CH2:18][CH3:19])[CH:20]([CH3:21])[CH3:22])([CH3:23])[CH3:24].[Cl:1][c:2]1[n:3][c:4]([Cl:8])[cH:5][n:6][cH:7]1.[NH2:9][c:10]1[cH:11][cH:12][cH:13][cH:14][cH:15]1>>[c:2]1([NH:9][c:10]2[cH:11][cH:12][cH:13][cH:14][cH:15]2)[n:3][c:4]([Cl:8])[cH:5][n:6][cH:7]1.